Dataset: the Open Reaction Database (ORD), a public repository of structured organic reaction records. Task: describe an organic reaction: reactants, conditions, products, and yield The reactants are O=C1OC2CC(C1C2)C(=O)O (3-Oxo-2-oxa-bicyclo[2.2.1]heptane-5-carboxylic acid), [Mn](=O)(=O)(=O)[O-] (permanganate), compound 13, CCCCCC.CCOC(=O)C (hexane EtOAc), B(F)(F)F (BF3), CCOCC (Et2O), C(=O)(O)[O-].[Na+] (NaHCO3). Reagents/catalysts: C(C)(=O)O (acetic acid). The solvent is ClCCl (dichloromethane), CCOC(=O)C.C1(=CC=CC=C1)C (EtOAc Toluene). Conditions: temperature -10 celsius, time 10 minute. Product: C(C)(C)(C)OC(=O)C1C2C(OC(C1)C2)=O (3-Oxo-2-oxa-bicyclo[2.2.1]heptane-5-carboxylic acid tert-butyl ester). Yield: 66.0%. RXN SMILES: [O:1]=[C:2]1[CH:7]2[CH2:8][CH:4]([CH2:5][CH:6]2[C:9]([OH:11])=[O:10])[O:3]1.B(F)(F)F.[CH3:16]COCC.[Mn]([O-])(=O)(=O)=O.C([O-])(O)=O.[Na+].CCC[CH2:34][CH2:35][CH3:36].CCOC(C)=O>ClCCl.C(O)(=O)C.CCOC(C)=O.C1(C)C=CC=CC=1>[C:35]([O:10][C:9]([CH:6]1[CH2:5][CH:4]2[CH2:8][CH:7]1[C:2](=[O:1])[O:3]2)=[O:11])([CH3:34])([CH3:36])[CH3:16] |f:4.5,6.7,10.11|. Procedure details: Compound 3b (13.9 g, 89 mmol) was dissolved in dichloromethane (200 ml) and then cooled to approximately −10° C. under nitrogen. Isobutylene was bubbled into the solution until the total volume had increased to approximately 250 ml which gave a “clowdy solution”. BF3×Et2O (5.6 ml, 44.5 mmol, 0.5 eq.) was added and the reaction mixture was kept at approximately −10° C. under nitrogen. After 10 min, a clear solution was obtained. The reaction was monitored by TLC (EtOAc-Toluene 3:2 acidified with ... The reactants are ClC1=CC=C(C=N1)CC=1C=C2C(N(C=NC2=C2C1C=CC=C2)[C@@H]2[C@H](CCCC2)O)=O (6-[(6-chloropyridin-3-yl)methyl]-3-[(1S,2S)-2-hydroxylcyclohexyl]benzo[h]quinazolin-4(3H)-one), ClC1=CC=C(C=N1)CC=1C=C2C(N(C=NC2=C2C1C=CC=C2)[C@@H]2[C@H](CCCC2)NC(OC(C)(C)C)=O)=O (tert-butyl {(1S,2S)-2-[6-[(6-chloropyridin-3-yl)methyl]-4-oxobenzo[h]quinazolin-3(4H)-yl]cyclohexyl}carbamate), Cl (hydrochloric acid). The solvent is CO (methanol). Run at temperature 60 celsius. Yields the product N1=CNC(C2=CC=C3C(=C12)C=CC=C3)=O (benzo[h]quinazolin-4(3H)-one). RXN SMILES: ClC1N=CC(C[C:9]2[CH:10]=[C:11]3[C:16](=[C:17]4[CH:22]=[CH:21][CH:20]=[CH:19][C:18]=24)[N:15]=[CH:14][N:13]([C@H]2CCCC[C@@H]2O)[C:12]3=[O:30])=CC=1.ClC1N=CC(CC2C=C3C(=C4C=CC=CC=24)N=CN([C@H]2CCCC[C@@H]2NC(=O)OC(C)(C)C)C3=O)=CC=1.Cl>CO>[N:15]1[C:16]2[C:11](=[CH:10][CH:9]=[C:18]3[CH:19]=[CH:20][CH:21]=[CH:22][C:17]3=2)[C:12](=[O:30])[NH:13][CH:14]=1. Procedure: 1-Amino-N-[(1S,2S)-2-aminocyclohexyl]-4-bromo-2-naphthamide was prepared by the procedure described for the synthesis of 1-amino-4-bromo-N-[(1S,2S)-2-hydroxycyclohexyl]-2-naphthamide in Example 1. To a solution of 1-amino-N-[(1S,2S)-2-aminocyclohexyl]-4-bromo-2-naphthamide (0.460 g, 1.27 mmol) in 20 mL of dichloromethane was added di-tert-butyl dicarbonate (0.305 g, 1.40 mmol). The mixture was stirred at rt for 4 h and then purified via silica gel chromatography, eluting with 0-20% ethyl acetate...